Dataset: the Open Reaction Database (ORD), a public repository of structured organic reaction records. Task: describe an organic reaction: reactants, conditions, products, and yield The product is C(C)(C)(C)OC(CCN(C=1SC=C(N1)C1=CC=C(C=C1)O[C@@H]1CC[C@H](CC1)C)C1CCCC1)=O (3-(cyclopentyl-{4-[4-(trans-4-methyl-cyclohexyloxy)-phenyl]-thiazol-2-yl}-amino)-propionic acid tert-butyl ester). Reported procedure: The 2-bromo-1-[4-(trans-4-methyl-cyclohexyloxy)-phenyl]-ethanone (764 mg, 3.44 mmol), 3-(1-cyclopentyl-thioureido)-propionic acid tert-butyl ester (935 mg, 2.46 mmol), NMP (6 mL) were combined as indicated in general procedure B. The reaction was stirred at room temperature overnight. After an aqueous work up, the crude product was purified by silica gel chromatography (gradient, hexane→3% EtOAc-hexane) to afford 3-(cyclopentyl-{4-[4-(trans-4-methyl-cyclohexyloxy)-phenyl]-thiazol-2-yl}-amino)-pr... Conditions: time 8 hour. Run in CN1CCCC1=O (NMP). Starting materials: BrCC(=O)C1=CC=C(C=C1)O[C@@H]1CC[C@H](CC1)C (2-bromo-1-[4-(trans-4-methyl-cyclohexyloxy)-phenyl]-ethanone), C(C)(C)(C)OC(CCN(C(=S)N)C1CCCC1)=O (3-(1-cyclopentyl-thioureido)-propionic acid tert-butyl ester). Yield: 88.1%. As a reaction SMILES: Br[CH2:2][C:3]([C:5]1[CH:10]=[CH:9][C:8]([O:11][C@H:12]2[CH2:17][CH2:16][C@H:15]([CH3:18])[CH2:14][CH2:13]2)=[CH:7][CH:6]=1)=O.[C:19]([O:23][C:24](=[O:36])[CH2:25][CH2:26][N:27]([CH:31]1[CH2:35][CH2:34][CH2:33][CH2:32]1)[C:28]([NH2:30])=[S:29])([CH3:22])([CH3:21])[CH3:20]>CN1C(=O)CCC1>[C:19]([O:23][C:24](=[O:36])[CH2:25][CH2:26][N:27]([CH:31]1[CH2:35][CH2:34][CH2:33][CH2:32]1)[C:28]1[S:29][CH:2]=[C:3]([C:5]2[CH:10]=[CH:9][C:8]([O:11][C@H:12]3[CH2:17][CH2:16][C@H:15]([CH3:18])[CH2:14][CH2:13]3)=[CH:7][CH:6]=2)[N:30]=1)([CH3:22])([CH3:20])[CH3:21]. The reactants are O1C(=CC=C1)C(=O)Cl (2-furoylchloride), C(C)(C)(C)NNC(C1=CC=CC=C1)=O (N'-t-butyl-N-benzoylhydrazine), O (Water), [OH-].[Na+] (sodium hydroxide), O1C(=CC=C1)C(=O)Cl (2-furoylchloride). Run in C1(=CC=CC=C1)C (toluene). Reaction conditions: time 7 hour. Yields the product C(C)(C)(C)N(NC(C1=CC=CC=C1)=O)C(=O)C=1OC=CC1 (N'-t-butyl-N-benzoyl-N'-(2-furoyl)hydrazine). RXN SMILES: [C:1]([NH:5][NH:6][C:7](=[O:14])[C:8]1[CH:13]=[CH:12][CH:11]=[CH:10][CH:9]=1)([CH3:4])([CH3:3])[CH3:2].O.[OH-].[Na+].[O:18]1[CH:22]=[CH:21][CH:20]=[C:19]1[C:23](Cl)=[O:24]>C1(C)C=CC=CC=1>[C:1]([N:5]([C:23]([C:19]1[O:18][CH:22]=[CH:21][CH:20]=1)=[O:24])[NH:6][C:7](=[O:14])[C:8]1[CH:9]=[CH:10][CH:11]=[CH:12][CH:13]=1)([CH3:4])([CH3:2])[CH3:3] |f:2.3|. Procedure: N'-t-butyl-N-benzoylhydrazine (1 g) was dissolved in 20 ml toluene. Water (5 ml) and 50% aqueous sodium hydroxide (1.25 g) was added followed by 2-furoylchloride (0.68 g). After stirring for 7 hours at room temperature, 0.3 g 2-furoylchloride was added and the mixture stirred for a further 6 hours. The solid product, N'-t-butyl-N-benzoyl-N'-(2-furoyl)hydrazine, was removed by filtration and washed with water: m.p. 155°-175° C. The product is C(C1=CC=CC=C1)N1C(=C(C2=CC=C(C=C12)OC1CCOCC1)C(=O)NCC1=CC(=C(C=C1)F)F)C(C)C (1-Benzyl-N-(3,4-difluorobenzyl)-2-isopropyl-6-(tetrahydro-2H-pyran-4-yloxy)-1H-indole-3-carboxamide). As a reaction SMILES: [CH2:1]([N:8]1[C:16]2[C:11](=[CH:12][CH:13]=[C:14]([OH:17])[CH:15]=2)[C:10]([C:18]([NH:20][CH2:21][C:22]2[CH:27]=[CH:26][C:25]([F:28])=[C:24]([F:29])[CH:23]=2)=[O:19])=[C:9]1[CH:30]([CH3:32])[CH3:31])[C:2]1[CH:7]=[CH:6][CH:5]=[CH:4][CH:3]=1.I[CH:34]1[CH2:39][CH2:38][O:37][CH2:36][CH2:35]1>>[CH2:1]([N:8]1[C:16]2[C:11](=[CH:12][CH:13]=[C:14]([O:17][CH:34]3[CH2:39][CH2:38][O:37][CH2:36][CH2:35]3)[CH:15]=2)[C:10]([C:18]([NH:20][CH2:21][C:22]2[CH:27]=[CH:26][C:25]([F:28])=[C:24]([F:29])[CH:23]=2)=[O:19])=[C:9]1[CH:30]([CH3:32])[CH3:31])[C:2]1[CH:7]=[CH:6][CH:5]=[CH:4][CH:3]=1. Starting materials: C(C1=CC=CC=C1)N1C(=C(C2=CC=C(C=C12)O)C(=O)NCC1=CC(=C(C=C1)F)F)C(C)C (1-benzyl-N-(3,4-difluorobenzyl)-6-hydroxy-2-isopropyl-1H-indole-3-carboxamide), C(C1=CC=CC=C1)N1C(=C(C2=CC=C(C=C12)O)C(=O)NCC1=CC(=C(C=C1)F)F)C(C)C (1-benzyl-N-(3,4-difluorobenzyl)-6-hydroxy-2-isopropyl-1H-indole-3-carboxamide), IC1CCOCC1 (4-iodotetrahydro-2H-pyran). Procedure: The title compound was prepared from 1-benzyl-N-(3,4-difluorobenzyl)-6-hydroxy-2-isopropyl-1H-indole-3-carboxamide (Compound 8) and 4-iodotetrahydro-2H-pyran (Maybridge) by General Procedure N. RXN SMILES: [CH2:27]1[O:28][CH2:29][CH2:30][CH2:31]1.[CH3:1][O:2][C:3](=[O:4])[CH:5]1[N:6]([CH2:18][c:19]2[cH:20][cH:21][cH:22][cH:23][cH:24]2)[CH2:7][CH:8]([NH:10][CH2:11][c:12]2[cH:13][cH:14][cH:15][cH:16][cH:17]2)[CH2:9]1.[Li+:26].[OH-:25].[OH2:32]>>[O:2]=[C:3]([OH:4])[CH:5]1[N:6]([CH2:18][c:19]2[cH:20][cH:21][cH:22][cH:23][cH:24]2)[CH2:7][CH:8]([NH:10][CH2:11][c:12]2[cH:13][cH:14][cH:15][cH:16][cH:17]2)[CH2:9]1. Starting materials: C1CCOC1, COC(=O)C1CC(NCc2ccccc2)CN1Cc1ccccc1, [Li+], [OH-], O. Product: O=C(O)C1CC(NCc2ccccc2)CN1Cc1ccccc1.